Dataset: the Open Reaction Database (ORD), a public repository of structured organic reaction records. Task: describe an organic reaction: reactants, conditions, products, and yield Reactants: CN1C(=CC2=CC=CC=C12)I (1-methyl-2-iodoindole), FC(C(=O)[O-])(F)F.[Na+] (sodium trifluoroacetate). The reagents and catalysts are [Cu]I (copper(I) iodide). Solvent: O (water), CN1C(CCC1)=O (N-methylpyrrolidone). Conditions: temperature 160 celsius. Yields the product CN1C(=CC2=CC=CC=C12)C(F)(F)F (N-Methyl-2-(trifluoromethyl)indole). The yield is 37.0%. Reaction SMILES: [CH3:1][N:2]1[C:10]2[C:5](=[CH:6][CH:7]=[CH:8][CH:9]=2)[CH:4]=[C:3]1I.[F:12][C:13]([F:18])([F:17])C([O-])=O.[Na+]>CN1CCCC1=O.O.[Cu]I>[CH3:1][N:2]1[C:10]2[C:5](=[CH:6][CH:7]=[CH:8][CH:9]=2)[CH:4]=[C:3]1[C:13]([F:18])([F:17])[F:12] |f:1.2|. Reported procedure: A mixture of 1-methyl-2-iodoindole (4.40 g, 17.3 mmole), sodium trifluoroacetate (24.0 g, 176.5 mmole) and copper(I) iodide (17.1 g, 89.8 mmole) in N-methylpyrrolidone is heated at 160° C. for 6 hours, cooled to room temperature, diluted with water and filtered through diatomaceous earth to remove copper salts. The filtrate is extracted with ether. The extracts are combined, washed with water, dried over MgSO4 and concentrated in vacuo to give a residue. The residue is chromatographed using sili... Reactants: O=C(O)c1cn(C2CC2)c2c(F)c(F)c(F)c(F)c2c1=O, CC1CNCC1N, c1ccncc1. Product: CC1CN(c2c(F)c(F)c3c(=O)c(C(=O)O)cn(C4CC4)c3c2F)CC1N. RXN SMILES: [CH:1]1([n:4]2[cH:5][c:6]([C:19](=[O:20])[OH:21])[c:7](=[O:18])[c:8]3[c:9]([F:17])[c:10]([F:16])[c:11]([F:15])[c:12]([F:14])[c:13]23)[CH2:2][CH2:3]1.[NH2:22][CH:23]1[CH2:24][NH:25][CH2:26][CH:27]1[CH3:28].[cH:29]1[cH:30][cH:31][n:32][cH:33][cH:34]1>>[CH:1]1([n:4]2[cH:5][c:6]([C:19](=[O:20])[OH:21])[c:7](=[O:18])[c:8]3[c:9]([F:17])[c:10]([F:16])[c:11]([N:25]4[CH2:24][CH:23]([NH2:22])[CH:27]([CH3:28])[CH2:26]4)[c:12]([F:14])[c:13]23)[CH2:2][CH2:3]1. Starting materials: C1(CC=CC2=CC=CC=C12)=C(C(=O)O)CCCC(=O)O (2-(1-naphthylidene)adipic acid). Run in C(C)(=O)OC(C)=O (acetic anhydride). Run at temperature 60 celsius, time 1 hour. The product is C1(CC=CC2=CC=CC=C12)=C1C(=O)OC(CCC1)=O (2-(1-naphthylidene)adipic anhydride). The yield is 98.9%. As a reaction SMILES: [C:1]1(=[C:11]([CH2:15][CH2:16][CH2:17][C:18]([OH:20])=[O:19])[C:12]([OH:14])=O)[C:10]2[C:5](=[CH:6][CH:7]=[CH:8][CH:9]=2)[CH:4]=[CH:3][CH2:2]1>C(OC(=O)C)(=O)C>[C:1]1(=[C:11]2[CH2:15][CH2:16][CH2:17][C:18](=[O:19])[O:20][C:12]2=[O:14])[C:10]2[C:5](=[CH:6][CH:7]=[CH:8][CH:9]=2)[CH:4]=[CH:3][CH2:2]1. Procedure details: 100 ml of acetic anhydride were added to 10 g (35 mmole) of 2-(1-naphthylidene)adipic acid (prepared as described above) and the mixture was stirred at 60° C. for 1 hour. At the end of this time, the solvent was removed by distillation under reduced pressure, and the resulting residue was triturated with a 1: 1 by volume mixture of benzene and hexane. The solvent was decantated to afford 8.8 g of 2-(1-naphthylidene)adipic anhydride as an oily material.